The task is: describe an organic reaction: reactants, conditions, products, and yield. This data is from the Open Reaction Database (ORD), a public repository of structured organic reaction records. Starting materials: CC(C)(C)N(CC1CCC(Nc2cc(-c3cccc(F)n3)c(Cl)cn2)CC1)C(=O)[O-], Cl, C1COCCO1. Product: NCC1CCC(Nc2cc(-c3cccc(F)n3)c(Cl)cn2)CC1. As a reaction SMILES: [C:1]([N:5]([C:2](=[O:3])[O-:4])[CH2:9][CH:10]1[CH2:11][CH2:12][CH:13]([NH:16][c:17]2[n:18][cH:19][c:20]([Cl:30])[c:21](-[c:23]3[n:24][c:25]([F:29])[cH:26][cH:27][cH:28]3)[cH:22]2)[CH2:14][CH2:15]1)([CH3:6])([CH3:7])[CH3:8].[ClH:31].[O:32]1[CH2:33][CH2:34][O:35][CH2:36][CH2:37]1>>[NH2:5][CH2:9][CH:10]1[CH2:11][CH2:12][CH:13]([NH:16][c:17]2[n:18][cH:19][c:20]([Cl:30])[c:21](-[c:23]3[n:24][c:25]([F:29])[cH:26][cH:27][cH:28]3)[cH:22]2)[CH2:14][CH2:15]1. Reactants: ClC=1C=C(C2=C(OCCO2)C1)N1CCN(CC1)CCCCN (1-(7-chloro-2,3-dihydro-1,4-benzodioxin-5-yl)-4-(4-aminobutyl)piperazine), ClC=1C=C(C2=C(OCCO2)C1)N1CCN(CC1)CCCCN (1-(7-chloro-2,3-dihydro-1,4-benzodioxin-5-yl)-4-(4-aminobutyl)piperazine), ClCCC(C#N)(C)C (4-chloro-2,2-dimethylbutyronitrile). Product: ClC=1C=C(C2=C(OCCO2)C1)N1CCN(CC1)CCC(CN)(C)C (1-(7-chloro-2,3-dihydro-1,4-benzodioxin-5-yl)-4-(4-amino-3,3-dimethylbutyl)piperazine). RXN SMILES: [Cl:1][C:2]1[CH:3]=[C:4]([N:12]2[CH2:17][CH2:16][N:15](CCCCN)[CH2:14][CH2:13]2)[C:5]2[O:10][CH2:9][CH2:8][O:7][C:6]=2[CH:11]=1.Cl[CH2:24][CH2:25][C:26]([CH3:30])([CH3:29])[C:27]#[N:28]>>[Cl:1][C:2]1[CH:3]=[C:4]([N:12]2[CH2:17][CH2:16][N:15]([CH2:24][CH2:25][C:26]([CH3:30])([CH3:29])[CH2:27][NH2:28])[CH2:14][CH2:13]2)[C:5]2[O:10][CH2:9][CH2:8][O:7][C:6]=2[CH:11]=1. Procedure: The intermediate 1-(7-chloro-2,3-dihydro-1,4-benzodioxin-5-yl)-4-(4-amino-3,3-dimethylbutyl)piperazine was prepared analogous to the method described for 1-(7-chloro-2,3-dihydro-1,4-benzodioxin-5-yl)-4-(4-aminobutyl)piperazine (Intermediate 11b) using 4-chloro-2,2-dimethylbutyronitrile.